This data is from the Open Reaction Database (ORD), a public repository of structured organic reaction records. The task is: describe an organic reaction: reactants, conditions, products, and yield Starting materials: O=C([O-])[O-], COCCOC, CB1OB(C)OB(C)O1, ClCCl, [Cs+], [Cs+], Nc1ccc(S(F)(F)(F)(F)F)cc1Br, O, Cl[Pd]Cl. Product: Cc1cc(S(F)(F)(F)(F)F)ccc1N. As a reaction SMILES: [C:1](=[O:2])([O-:3])[O-:4].[CH2:31]([CH2:32][O:33][CH3:34])[O:35][CH3:36].[CH3:8][B:9]1[O:10][B:11]([CH3:12])[O:13][B:14]([CH3:15])[O:16]1.[Cl:40][CH2:41][Cl:42].[Cs+:5].[Cs+:6].[NH2:17][c:18]1[c:19]([Br:30])[cH:20][c:21]([S:24]([F:25])([F:26])([F:27])([F:28])[F:29])[cH:22][cH:23]1.[OH2:7].[Pd:37]([Cl:38])[Cl:39]>>[CH3:8][c:19]1[c:18]([NH2:17])[cH:23][cH:22][c:21]([S:24]([F:25])([F:26])([F:27])([F:28])[F:29])[cH:20]1. Reactants: C(=O)C1=CC=C(C=C1)B(O)O (4-formylbenzeneboronic acid), BrC1=CC2=NC=CC(=C2S1)NC=1C=C2C=CNC2=CC1 ((2-bromo-thieno[3,2-b]pyridin-7-yl)-(1H-indol-5-yl)-amine). The product is N1C=CC2=CC(=CC=C12)NC1=C2C(=NC=C1)C=C(S2)C2=CC=C(C=O)C=C2 (4-[7-(1H-Indol-5-ylamino)-thieno[3,2-b]pyridin-2-yl]-benzaldehyde). RXN SMILES: [CH:1]([C:3]1[CH:8]=[CH:7][C:6](B(O)O)=[CH:5][CH:4]=1)=[O:2].Br[C:13]1[S:21][C:20]2[C:15](=[N:16][CH:17]=[CH:18][C:19]=2[NH:22][C:23]2[CH:24]=[C:25]3[C:29](=[CH:30][CH:31]=2)[NH:28][CH:27]=[CH:26]3)[CH:14]=1>>[NH:28]1[C:29]2[C:25](=[CH:24][C:23]([NH:22][C:19]3[CH:18]=[CH:17][N:16]=[C:15]4[CH:14]=[C:13]([C:6]5[CH:7]=[CH:8][C:3]([CH:1]=[O:2])=[CH:4][CH:5]=5)[S:21][C:20]=34)=[CH:31][CH:30]=2)[CH:26]=[CH:27]1. Procedure details: The title compound was prepared from 4-formylbenzeneboronic acid and (2-bromo-thieno[3,2-b]pyridin-7-yl)-(1H-indol-5-yl)-amine by a procedure analogous to example 17. 1H NMR (400 MHz, DMSO) d 11.1 (s, 1H), 9.98 (s, 1H), 8.21 (d, 1H), 8.05 (s, 1H), 7.95 (s, 3H), 7.82 (d, 1H), 7.60 (m, 3H), 7.00 (d, 1H), 6.58 (s, 1H), 6.40 (s, 1H), LC-MS: 370 (MH+); HPLC RT: 4.83 minutes. Starting materials: ClCCCBr, COc1cc2c(cc1Br)CCNC(=O)C2, CS(C)=O, [H-], [Na+], O. The product is COc1cc2c(cc1Br)CCN(CCCCl)C(=O)C2. Reaction SMILES: [Br:18][CH2:19][CH2:20][CH2:21][Cl:22].[Br:3][c:4]1[cH:5][c:6]2[c:7]([cH:14][c:15]1[O:16][CH3:17])[CH2:8][C:9](=[O:13])[NH:10][CH2:11][CH2:12]2.[CH3:24][S:25]([CH3:26])=[O:27].[H-:1].[Na+:2].[OH2:23]>>[Br:3][c:4]1[cH:5][c:6]2[c:7]([cH:14][c:15]1[O:16][CH3:17])[CH2:8][C:9](=[O:13])[N:10]([CH2:19][CH2:20][CH2:21][Cl:22])[CH2:11][CH2:12]2. Reactants: C(CCC)[Li] (n-Butyllithium), O1CCCC1 (tetrahydrofuran), [Cl-].[Na+] (sodium chloride), BrC1=CN=CC2=CC=CC=C12 (4-bromoisoquinoline), O1CCCC1 (tetrahydrofuran), [Cl-].[NH4+] (ammonium chloride). Solvent: CCCCCC (n-hexane), CCOCC (ether), C(=O)=O (dry ice), C(C)O (ethanol), CN(C=O)C (dimethylformamide). Run at temperature -68 celsius, time 30 minute. Yields the product C1=NC=C(C2=CC=CC=C12)C=O (4-isoquinolinecarboxaldehyde). Reaction SMILES: C([Li])CCC.Br[C:7]1[C:16]2[C:11](=[CH:12][CH:13]=[CH:14][CH:15]=2)[CH:10]=[N:9][CH:8]=1.[Cl-].[NH4+].[Cl-].[Na+].[O:21]1CCC[CH2:22]1>CCCCCC.C(=O)=O.C(O)C.CN(C)C=O.CCOCC>[CH:10]1[C:11]2[C:16](=[CH:15][CH:14]=[CH:13][CH:12]=2)[C:7]([CH:22]=[O:21])=[CH:8][N:9]=1 |f:2.3,4.5|. Procedure: n-Butyllithium in n-hexane (90 ml, 2.4 M) was added at room temperature to a mixture of 500 ml of anhydrous ether and 500 ml of tetrahydrofuran under nitrogen. The solution was cooled to -68° C. and there was added 20.8 g of 4-bromoisoquinoline portionwise over a period of 30 minutes while maintaining the temperature at about -67° C. When addition was complete, the dark brown solution was stirred at -68° C. for 30 minutes. Then, a solution of 73 g of dimethylformamide in 150 ml of tetrahydrofura... Reactants: C1(CC1)C=1C(=CC2=C(C(OC2)=O)C1)C=C (6-Cyclopropyl-5-vinyl-2-benzofuran-1(3H)-one), ClC1=CC(=CC=C1)C(=O)OO (meta-chloro perbenzoic acid). Solvent: ClCCl (dichloromethane), C([O-])(O)=O.[Na+] (sodium bicarbonate). Run at time 12 hour. Yields the product C1(CC1)C=1C(=CC2=C(C(OC2)=O)C1)C1OC1 (6-Cyclopropyl-5-oxiran-2-yl-2-benzofuran-1(3H)-one). RXN SMILES: [CH:1]1([C:4]2[C:5]([CH:14]=[CH2:15])=[CH:6][C:7]3[CH2:11][O:10][C:9](=[O:12])[C:8]=3[CH:13]=2)[CH2:3][CH2:2]1.ClC1C=CC=C(C(OO)=[O:24])C=1>ClCCl.C(=O)(O)[O-].[Na+]>[CH:1]1([C:4]2[C:5]([CH:14]3[CH2:15][O:24]3)=[CH:6][C:7]3[CH2:11][O:10][C:9](=[O:12])[C:8]=3[CH:13]=2)[CH2:3][CH2:2]1 |f:3.4|. Reported procedure: 6-Cyclopropyl-5-vinyl-2-benzofuran-1(3H)-one (0.45 g, 2.25 mmol) was dissolved in dichloromethane (10 mL) and treated with meta-chloro perbenzoic acid (1 g, 6.3 mmol) at 0° C. and stirred for 12 h. TLC indicated completion of the reaction; the mixture was diluted with saturated sodium bicarbonate solution and extracted with dichloromethane (2×). The combined organic extracts were washed with brine, dried (Na2SO4), filtered and concentrated in vacuo. The epoxide was purified by silica gel column ... Reactants: BrC=1C=CC2=C(C=C(CCS2(=O)=O)C(=O)NC2=CC=C(C=C2)CN(C2CCOCC2)C)C1 (7-bromo-N-[4-[[N-methyl-N-(tetrahydropyran-4-yl)amino]methyl]phenyl]-1,1-dioxo-2,3-dihydro-1-benzothiepine-4-carboxamide), C1(=CC=CC=C1)C.C(C)O.O (toluene ethanol water), B(OC1=CC(=CC=C1)C(F)(F)F)([O-])[O-] (3-trifluoromethylphenyl borate), C([O-])([O-])=O.[K+].[K+] (potassium carbonate). The reagents and catalysts are C=1C=CC(=CC1)[P](C=2C=CC=CC2)(C=3C=CC=CC3)[Pd]([P](C=4C=CC=CC4)(C=5C=CC=CC5)C=6C=CC=CC6)([P](C=7C=CC=CC7)(C=8C=CC=CC8)C=9C=CC=CC9)[P](C=1C=CC=CC1)(C=1C=CC=CC1)C=1C=CC=CC1 (tetrakistriphenylphosphinepalladium). The solvent is O (water). Run at time 30 minute. The product is CC1=C(C=CC(=C1C)OCCOCCC)C=1C=CC2=C(C=C(CCS2(=O)=O)C(=O)NC2=CC=C(C=C2)CN(C2CCOCC2)C)C1 (7-[2,3-dimethyl-4-(2-propoxyethoxy)phenyl]-N-[4-[[N-methyl-N-(tetrahydropyran-4-yl)amino]methyl]phenyl]-1,1-dioxo-2,3-dihydro-1-benzothiepine-4-carboxamide). Reaction SMILES: Br[C:2]1[CH:3]=[CH:4][C:5]2[S:11](=[O:13])(=[O:12])[CH2:10][CH2:9][C:8]([C:14]([NH:16][C:17]3[CH:22]=[CH:21][C:20]([CH2:23][N:24]([CH3:31])[CH:25]4[CH2:30][CH2:29][O:28][CH2:27][CH2:26]4)=[CH:19][CH:18]=3)=[O:15])=[CH:7][C:6]=2[CH:32]=1.[C:33]1([CH3:39])[CH:38]=[CH:37][CH:36]=[CH:35][CH:34]=1.[CH2:40]([OH:42])[CH3:41].O.B([O-])([O-])[O:45][C:46]1C=CC=[C:48](C(F)(F)F)[CH:47]=1.[C:58](=O)([O-])[O-].[K+].[K+]>C1C=CC([P]([Pd]([P](C2C=CC=CC=2)(C2C=CC=CC=2)C2C=CC=CC=2)([P](C2C=CC=CC=2)(C2C=CC=CC=2)C2C=CC=CC=2)[P](C2C=CC=CC=2)(C2C=CC=CC=2)C2C=CC=CC=2)(C2C=CC=CC=2)C2C=CC=CC=2)=CC=1.O>[CH3:39][C:33]1[C:38]([CH3:58])=[C:37]([O:42][CH2:40][CH2:41][O:45][CH2:46][CH2:47][CH3:48])[CH:36]=[CH:35][C:34]=1[C:2]1[CH:3]=[CH:4][C:5]2[S:11](=[O:12])(=[O:13])[CH2:10][CH2:9][C:8]([C:14]([NH:16][C:17]3[CH:18]=[CH:19][C:20]([CH2:23][N:24]([CH3:31])[CH:25]4[CH2:30][CH2:29][O:28][CH2:27][CH2:26]4)=[CH:21][CH:22]=3)=[O:15])=[CH:7][C:6]=2[CH:32]=1 |f:1.2.3,5.6.7,^1:67,69,88,107|. Procedure: To 7-bromo-N-[4-[[N-methyl-N-(tetrahydropyran-4-yl)amino]methyl]phenyl]-1,1-dioxo-2,3-dihydro-1-benzothiepine-4-carboxamide (300 mg) was added toluene/ethanol/water (20/1/1, 13.9 ml) and then were added 3-trifluoromethylphenyl borate (174 mg) and potassium carbonate (176 mg), and the mixture was stirred at room temperature for 30 minutes. To the mixture was added tetrakistriphenylphosphinepalladium (27 mg), and the mixture was refluxed for 14 hours and cooled to room temperature. The mixture was... The reactants are COC(=O)C=1SC(=CC1)CON=CC1=CC2=C(OCCO2)C=C1 (5-(2,3-dihydro-benzo[1,4]dioxin-6-ylmethyleneaminooxymethyl)-thiophene-2-carboxylic acid methyl ester), [Li+].[OH-] (LiOH), O (Water). Solvent: C1CCOC1 (THF). Run at temperature 70 celsius. Product: O1CCOC2=C1C=CC(=C2)C=NOCC2=CC=C(S2)C(=O)O (5-(2,3-Dihydro-benzo[1,4]dioxin-6-ylmethyleneaminooxymethyl)-thiophene-2-carbox-ylic acid). Isolated yield 98.3%. RXN SMILES: C[O:2][C:3]([C:5]1[S:6][C:7]([CH2:10][O:11][N:12]=[CH:13][C:14]2[CH:23]=[CH:22][C:17]3[O:18][CH2:19][CH2:20][O:21][C:16]=3[CH:15]=2)=[CH:8][CH:9]=1)=[O:4].[Li+].[OH-].O>C1COCC1>[O:18]1[C:17]2[CH:22]=[CH:23][C:14]([CH:13]=[N:12][O:11][CH2:10][C:7]3[S:6][C:5]([C:3]([OH:4])=[O:2])=[CH:9][CH:8]=3)=[CH:15][C:16]=2[O:21][CH2:20][CH2:19]1 |f:1.2|. Procedure details: To a solution of 200 mg (0.60 mmol) 5-(2,3-dihydro-benzo[1,4]dioxin-6-ylmethyleneaminooxymethyl)-thiophene-2-carboxylic acid methyl ester in 2.4 ml THF were added 1.2 ml 1M aqueous LiOH solution and the reaction mixture was heated to 70° C. for 5 h. Water was added, the mixture was acidified and extracted with ethyl acetate. The combined organic phases were washed with brine, dried over Na2SO4 and the solvent was evaporated to give 190 mg (0.59 mmol) 5-(2,3-Dihydro-benzo[1,4]dioxin-6-ylmethylene... The reactants are N1(N=NC2=C1C=CC=C2)C\C(\C2=CC=CC1=CC=CC=C21)=N/NS(=O)(=O)C2=CC=C(C=C2)C ((Z)—N′-(2-(1H-benzo[d][1,2,3]triazol-1-yl)-1-(naphthalen-1-yl)ethylidene)-4-methylbenzenesulfonohydrazide), O=S(Cl)Cl (SOCl2). Run at temperature 60 celsius, time 18 hour. Product: N1(N=NC2=C1C=CC=C2)C2=C(N=NS2)C2=CC=CC1=CC=CC=C21 (5-(1H-benzo[d][1,2,3]triazol-1-yl)-4-(naphthalen-1-yl)-1,2,3-thiadiazole). As a reaction SMILES: [N:1]1([CH2:10]/[C:11](=[N:22]\[NH:23][S:24](C2C=CC(C)=CC=2)(=O)=O)/[C:12]2[C:21]3[C:16](=[CH:17][CH:18]=[CH:19][CH:20]=3)[CH:15]=[CH:14][CH:13]=2)[C:5]2[CH:6]=[CH:7][CH:8]=[CH:9][C:4]=2[N:3]=[N:2]1.O=S(Cl)Cl>>[N:1]1([C:10]2[S:24][N:23]=[N:22][C:11]=2[C:12]2[C:21]3[C:16](=[CH:17][CH:18]=[CH:19][CH:20]=3)[CH:15]=[CH:14][CH:13]=2)[C:5]2[CH:6]=[CH:7][CH:8]=[CH:9][C:4]=2[N:3]=[N:2]1. Procedure: A mixture of (Z)—N′-(2-(1H-benzo[d][1,2,3]triazol-1-yl)-1-(naphthalen-1-yl)ethylidene)-4-methylbenzenesulfonohydrazide (1 g, 2.19 mmol) and SOCl2 (25 mL) was stirred at 60° C. for 18 h and then concentrated and purified by TLC (100% DCM) to afford 5-(1H-benzo[d][1,2,3]triazol-1-yl)-4-(naphthalen-1-yl)-1,2,3-thiadiazole as an amber solid. The reactants are CC1=C(C=NC=C1)C=1C=2N(N=CC1)C=CN2 (8-(4-methylpyridin-3-yl)imidazo[1,2-b]pyridazine), IN1C(CCC1=O)=O (N-iodo succinimide), C(=O)(C(F)(F)F)O (TFA). The solvent is C(Cl)(Cl)Cl (CHCl3). Conditions: time 2 hour. Yields the product IC1=CN=C2N1N=CC=C2C=2C=NC=CC2C (3-Iodo-8-(4-methylpyridin-3-yl)imidazo[1,2-b]pyridazine). Reaction SMILES: [CH3:1][C:2]1[CH:7]=[CH:6][N:5]=[CH:4][C:3]=1[C:8]1[C:9]2[N:10]([CH:14]=[CH:15][N:16]=2)[N:11]=[CH:12][CH:13]=1.[I:17]N1C(=O)CCC1=O.C(O)(C(F)(F)F)=O>C(Cl)(Cl)Cl>[I:17][C:14]1[N:10]2[N:11]=[CH:12][CH:13]=[C:8]([C:3]3[CH:4]=[N:5][CH:6]=[CH:7][C:2]=3[CH3:1])[C:9]2=[N:16][CH:15]=1. Procedure details: To a solution of 8-(4-methylpyridin-3-yl)imidazo[1,2-b]pyridazine, (480 mg, 1.48 mmol) in CHCl3 (15 mL) were added N-iodo succinimide (400 mg, 1.776 mmol) and TFA (0.34 g, 2.96 mmol). The reaction mixture was stirred at room temperature for 2 h. The reaction mixture was quenched with saturated NaHCO3 and extracted with CH2Cl2. The combined organic layer was washed with water and brine, and dried over Na2SO4. The crude product was purified by BIOTAGE® (20-40% EtOAc/CH2Cl2; 1.2 L). 1H NMR (400 MHz... Starting materials: C1(=CC=CC=C1)P(=C(C(=O)OC)C)(C1=CC=CC=C1)C1=CC=CC=C1 (methyl 2-(triphenylphosphoranylidene)propionate), N1C=NC(=C1)C=O (imidazole-4-carboxaldehyde). Run in C(C)O (ethanol). Yields the product desired product, C1(=CC=CC=C1)P(C1=CC=CC=C1)(C1=CC=CC=C1)=O (triphenylphosphine oxide). Reaction SMILES: [C:1]1([P:7]([C:20]2[CH:25]=[CH:24][CH:23]=[CH:22][CH:21]=2)([C:14]2[CH:19]=[CH:18][CH:17]=[CH:16][CH:15]=2)=C(C)C(OC)=O)[CH:6]=[CH:5][CH:4]=[CH:3][CH:2]=1.N1C=C(C=[O:32])N=C1>C(O)C>[C:1]1([P:7](=[O:32])([C:20]2[CH:25]=[CH:24][CH:23]=[CH:22][CH:21]=2)[C:14]2[CH:19]=[CH:18][CH:17]=[CH:16][CH:15]=2)[CH:6]=[CH:5][CH:4]=[CH:3][CH:2]=1. Reported procedure: A solution of 0.961 g (10 mmol) of methyl 2-(triphenylphosphoranylidene)propionate [H. J. Bestmann and H. Schulz, Angew. Chem., 73, 27 (1961)] and 3.48 g (10 mmol) of imidazole-4-carboxaldehyde [F. L. Pyman, J. Chem. Soc., 186 (1916)] in 50 ml of absolute ethanol is stirred at room temperature for seven days. At the end of this time, the ethanol is removed in vacuo and the desired product is isolated free of triphenylphosphine oxide by chromatography on silica gel. The product thus obtained is a...